Dataset: the Open Reaction Database (ORD), a public repository of structured organic reaction records. Task: describe an organic reaction: reactants, conditions, products, and yield Reactants: CO, Cc1cc(F)ccc1C1CC2(CCC(=O)N2C(=O)OCc2ccccc2)CCN1C(=O)N(C)C(C)c1cc(C(F)(F)F)cc(C(F)(F)F)c1. Yields the product Cc1cc(F)ccc1C1CC2(CCC(=O)N2)CCN1C(=O)N(C)C(C)c1cc(C(F)(F)F)cc(C(F)(F)F)c1. As a reaction SMILES: [CH3:50][OH:51].[c:1]1([CH2:2][O:3][C:4](=[O:5])[N:11]2[C:12](=[O:49])[CH2:13][CH2:14][C:15]23[CH2:16][CH:17]([c:41]2[c:42]([CH3:48])[cH:43][c:44]([F:47])[cH:45][cH:46]2)[N:18]([C:21](=[O:22])[N:23]([CH3:24])[CH:25]([CH3:26])[c:27]2[cH:28][c:29]([C:37]([F:38])([F:39])[F:40])[cH:30][c:31]([C:33]([F:34])([F:35])[F:36])[cH:32]2)[CH2:19][CH2:20]3)[cH:6][cH:7][cH:8][cH:9][cH:10]1>>[NH:11]1[C:12](=[O:49])[CH2:13][CH2:14][C:15]12[CH2:16][CH:17]([c:41]1[c:42]([CH3:48])[cH:43][c:44]([F:47])[cH:45][cH:46]1)[N:18]([C:21](=[O:22])[N:23]([CH3:24])[CH:25]([CH3:26])[c:27]1[cH:28][c:29]([C:37]([F:38])([F:39])[F:40])[cH:30][c:31]([C:33]([F:34])([F:35])[F:36])[cH:32]1)[CH2:19][CH2:20]2.